Dataset: the Open Reaction Database (ORD), a public repository of structured organic reaction records. Task: describe an organic reaction: reactants, conditions, products, and yield Starting materials: C(C1=CC=CC=C1)ON1C(C2=CC=CC=3C2=C(C1=O)C=CC3Br)=O (2-Benzyloxy-6-bromo-benzo[de]isoquinoline-1,3-dione), [H-].[Na+] (sodium hydride), CO (methanol). The product is C(C1=CC=CC=C1)ON1C(C2=CC=CC=3C2=C(C1=O)C=CC3OC)=O (2-benzyloxy-6-methoxy-benzo[de]-isoquinoline-1,3-dione). RXN SMILES: [CH2:1]([O:8][N:9]1[C:18](=[O:19])[C:17]2[CH:20]=[CH:21][C:22](Br)=[C:15]3[C:16]=2[C:11](=[CH:12][CH:13]=[CH:14]3)[C:10]1=[O:24])[C:2]1[CH:7]=[CH:6][CH:5]=[CH:4][CH:3]=1.[H-].[Na+].[CH3:27][OH:28]>>[CH2:1]([O:8][N:9]1[C:18](=[O:19])[C:17]2[CH:20]=[CH:21][C:22]([O:28][CH3:27])=[C:15]3[C:16]=2[C:11](=[CH:12][CH:13]=[CH:14]3)[C:10]1=[O:24])[C:2]1[CH:7]=[CH:6][CH:5]=[CH:4][CH:3]=1 |f:1.2|. Procedure: 2-Benzyloxy-6-bromo-benzo[de]isoquinoline-1,3-dione (3.2 g, 8.4 mmol, from Example M) was added to a solution of sodium hydride (0.5 g, 12.5 mmol) in methanol (100 mL). The mixture was refluxed for 8 hours and concentrated in vacuo. The solid residue was dissolved in water and acidified with concentrated HCl to pH 4. The resulting precipitate was filtered, washed with water, and dried to give 0.8 g of 2-benzyloxy-6-methoxy-benzo[de]-isoquinoline-1,3-dione. The hydrogenation of 2-benzyloxy-6-meth... Reactants: Brc1cccnc1, O=C([O-])[O-], [Cs+], [Cs+], Cc1cnc(Cl)nc1N, C1COCCO1, O=C(C=Cc1ccccc1)C=Cc1ccccc1, O=C(C=Cc1ccccc1)C=Cc1ccccc1, O=C(C=Cc1ccccc1)C=Cc1ccccc1, [Pd], [Pd]. The product is Cc1cnc(Cl)nc1Nc1cccnc1. As a reaction SMILES: [Br:1][c:2]1[cH:3][n:4][cH:5][cH:6][cH:7]1.[C:17](=[O:18])([O-:19])[O-:20].[Cs+:21].[Cs+:22].[NH2:8][c:9]1[n:10][c:11]([Cl:16])[n:12][cH:13][c:14]1[CH3:15].[O:23]1[CH2:24][CH2:25][O:26][CH2:27][CH2:28]1.[O:31]=[C:32]([CH:33]=[CH:34][c:35]1[cH:36][cH:37][cH:38][cH:39][cH:40]1)[CH:41]=[CH:42][c:43]1[cH:44][cH:45][cH:46][cH:47][cH:48]1.[O:49]=[C:50]([CH:51]=[CH:52][c:53]1[cH:54][cH:55][cH:56][cH:57][cH:58]1)[CH:59]=[CH:60][c:61]1[cH:62][cH:63][cH:64][cH:65][cH:66]1.[O:67]=[C:68]([CH:69]=[CH:70][c:71]1[cH:72][cH:73][cH:74][cH:75][cH:76]1)[CH:77]=[CH:78][c:79]1[cH:80][cH:81][cH:82][cH:83][cH:84]1.[Pd:29].[Pd:30]>>[c:2]1([NH:8][c:9]2[n:10][c:11]([Cl:16])[n:12][cH:13][c:14]2[CH3:15])[cH:3][n:4][cH:5][cH:6][cH:7]1. The reactants are NC1=NC2(COC1)c1cc(I)ccc1Oc1ncc(Br)cc12, O=C([O-])[O-], OB(O)c1cccnc1F, [K+], [K+], C1COCCO1, O. Product: NC1=NC2(COC1)c1cc(-c3cccnc3F)ccc1Oc1ncc(Br)cc12. As a reaction SMILES: [Br:11][c:12]1[cH:13][c:14]2[c:15]([n:16][cH:17]1)[O:18][c:19]1[cH:20][cH:21][c:22]([I:32])[cH:23][c:24]1[C:25]21[CH2:26][O:27][CH2:28][C:29]([NH2:31])=[N:30]1.[C:33](=[O:34])([O-:35])[O-:36].[F:1][c:2]1[n:3][cH:4][cH:5][cH:6][c:7]1[B:8]([OH:9])[OH:10].[K+:37].[K+:38].[O:39]1[CH2:40][CH2:41][O:42][CH2:43][CH2:44]1.[OH2:45]>>[F:1][c:2]1[n:3][cH:4][cH:5][cH:6][c:7]1-[c:22]1[cH:21][cH:20][c:19]2[c:24]([cH:23]1)[C:25]1([c:14]3[cH:13][c:12]([Br:11])[cH:17][n:16][c:15]3[O:18]2)[CH2:26][O:27][CH2:28][C:29]([NH2:31])=[N:30]1. The reactants are C(C1=CC=CC=C1)OC(NC(CC)C1(CCC(CC1)NC=1C=C2C=CN=CC2=CC1)C)=O ({1-[4-(Isoquinolin-6-ylamino)-1-methyl-cyclohexyl]-propyl}-carbamic acid benzyl ester). The reagents and catalysts are [Pd] (palladium on activated charcoal). Solvent: CO (methanol). Yields the product NC(CC)C1(CCC(CC1)NC=1C=C2C=CN=CC2=CC1)C ([4-(1-Amino-propyl)-4-methyl-cyclohexyl]-isoquinolin-6-yl-amine). Reaction SMILES: C(OC(=O)[NH:10][CH:11]([C:14]1([CH3:31])[CH2:19][CH2:18][CH:17]([NH:20][C:21]2[CH:22]=[C:23]3[C:28](=[CH:29][CH:30]=2)[CH:27]=[N:26][CH:25]=[CH:24]3)[CH2:16][CH2:15]1)[CH2:12][CH3:13])C1C=CC=CC=1>CO.[Pd]>[NH2:10][CH:11]([C:14]1([CH3:31])[CH2:19][CH2:18][CH:17]([NH:20][C:21]2[CH:22]=[C:23]3[C:28](=[CH:29][CH:30]=2)[CH:27]=[N:26][CH:25]=[CH:24]3)[CH2:16][CH2:15]1)[CH2:12][CH3:13]. Procedure: 66 mg (153 μmol) of {1-[4-(Isoquinolin-6-ylamino)-1-methyl-cyclohexyl]-propyl}-carbamic acid benzyl ester (80) were dissolved in 500 μL of dry methanol and 5 mg of palladium on activated charcoal (10%) were added. The mixture was stirred under a hydrogen atmosphere until conversion was complete. The catalyst was filtered off and the reaction mixture was evaporated to dryness to give the title compound, which was purified by reversed phase HPLC (water/acetonitrile) to give 30 mg of pure Example 1... The reactants are CS(=O)(=O)Cl (methanesulfonyl chloride), O[C@H]1C[C@@H]2[C@]3(C=CC(C=C3CC[C@H]2[C@@H]2CC[C@H](C(C)=O)[C@@]12C)=O)C (12α-Hydroxypregna-1,4-diene-3,20-dione), Cl (hydrochloric acid). Run in N1=CC=CC=C1 (pyridine). Reaction conditions: time 8 hour. Yields the product S(=O)(=O)(C)O[C@H]1C[C@@H]2[C@]3(C=CC(C=C3CC[C@H]2[C@@H]2CC[C@H](C(C)=O)[C@@]12C)=O)C (12α-mesyloxypregna-1,4-diene-3,20-dione). Isolated yield 93.0%. As a reaction SMILES: [OH:1][C@@H:2]1[C@@:21]2([CH3:22])[C@@H:14]([CH2:15][CH2:16][C@@H:17]2[C:18](=[O:20])[CH3:19])[C@H:13]2[C@@H:4]([C@:5]3([CH3:24])[C:10]([CH2:11][CH2:12]2)=[CH:9][C:8](=[O:23])[CH:7]=[CH:6]3)[CH2:3]1.[CH3:25][S:26](Cl)(=[O:28])=[O:27].Cl>N1C=CC=CC=1>[S:26]([O:1][C@@H:2]1[C@@:21]2([CH3:22])[C@@H:14]([CH2:15][CH2:16][C@@H:17]2[C:18](=[O:20])[CH3:19])[C@H:13]2[C@@H:4]([C@:5]3([CH3:24])[C:10]([CH2:11][CH2:12]2)=[CH:9][C:8](=[O:23])[CH:7]=[CH:6]3)[CH2:3]1)([CH3:25])(=[O:28])=[O:27]. Procedure details: 12α-Hydroxypregna-1,4-diene-3,20-dione (3.3 g) was dissolved in 17 mlof pyridine. To the solution was added 3.4 g of methanesulfonyl chloride, and the mixture was stirred at room temperature for 8 hours. The reaction mixture was then poured into 300 ml of diluted hydrochloric acid, and the resulting mixture was extracted with three 300 ml portions of benzene. Theextracts were combined and washed in sequence with diluted hydrochloric acid, aqueous sodium bicarbonate solution and water, and dried ...